From a dataset of the Open Reaction Database (ORD), a public repository of structured organic reaction records. describe an organic reaction: reactants, conditions, products, and yield Starting materials: O=C([O-])[O-], [Cs+], [Cs+], COc1ccc(COC(c2cccc(O)c2)(C(F)(F)F)C(F)(F)F)cc1, C1COCCO1, O, c1ccc(C2CO2)cc1. The product is COc1ccc(COC(c2cccc(OCC(O)c3ccccc3)c2)(C(F)(F)F)C(F)(F)F)cc1. Reaction SMILES: [C:36](=[O:37])([O-:38])[O-:39].[Cs+:40].[Cs+:41].[F:1][C:2]([C:3]([C:4]([F:5])([F:6])[F:7])([O:8][CH2:9][c:10]1[cH:11][cH:12][c:13]([O:16][CH3:17])[cH:14][cH:15]1)[c:18]1[cH:19][c:20]([OH:24])[cH:21][cH:22][cH:23]1)([F:25])[F:26].[O:43]1[CH2:44][CH2:45][O:46][CH2:47][CH2:48]1.[OH2:42].[c:27]1([CH:33]2[O:34][CH2:35]2)[cH:28][cH:29][cH:30][cH:31][cH:32]1>>[F:1][C:2]([C:3]([C:4]([F:5])([F:6])[F:7])([O:8][CH2:9][c:10]1[cH:11][cH:12][c:13]([O:16][CH3:17])[cH:14][cH:15]1)[c:18]1[cH:19][c:20]([O:24][CH2:35][CH:33]([c:27]2[cH:28][cH:29][cH:30][cH:31][cH:32]2)[OH:34])[cH:21][cH:22][cH:23]1)([F:25])[F:26]. Starting materials: ice, CC(C#N)(C)C1=CC=CC=C1 (2-methyl-2-phenyl-propionitrile), [H-].[H-].[H-].[H-].[Li+].[Al+3] (LAH). Solvent: CCOCC (Et2O), CCOCC (Et2O). Reaction conditions: time 3 hour. Product: CC(CN)(C)C1=CC=CC=C1 (2-methyl-2-phenyl-propylamine). As a reaction SMILES: [H-].[H-].[H-].[H-].[Li+].[Al+3].[CH3:7][C:8]([C:12]1[CH:17]=[CH:16][CH:15]=[CH:14][CH:13]=1)([CH3:11])[C:9]#[N:10]>CCOCC>[CH3:11][C:8]([C:12]1[CH:17]=[CH:16][CH:15]=[CH:14][CH:13]=1)([CH3:7])[CH2:9][NH2:10] |f:0.1.2.3.4.5|. Reported procedure: To an ice-cooled suspension of LAH (1.43 g, 35.7 mmol, 1.5 eq.) in dry Et2O (70.0 mL) under N2, a solution of 2-methyl-2-phenyl-propionitrile (3.46 g, 23.8 mmol, 1.0 eq.) in dry Et2O (3.0 mL) was added dropwise over 30 min. After 30 min the cooling bath was removed and the mixture was stirred at r.t. for 3 hours. The mixture was again cooled to 0° C. and carefully quenched by the dropwise addition of iPrOH (35 mL) and then 2M aq. NaOH (20 mL). The resulting suspension was filtered through celite...